From a dataset of the Open Reaction Database (ORD), a public repository of structured organic reaction records. describe an organic reaction: reactants, conditions, products, and yield Starting materials: CCOC(=O)c1cn(-c2cccc(OCC)c2)c(-c2ccc(C)cc2)n1, CO, Cl, [Na+], C1CCOC1, [OH-], O. Yields the product CCOc1cccc(-n2cc(C(=O)O)nc2-c2ccc(C)cc2)c1. RXN SMILES: [CH2:1]([CH3:2])[O:3][c:4]1[cH:5][c:6](-[n:10]2[c:11](-[c:20]3[cH:21][cH:22][c:23]([CH3:26])[cH:24][cH:25]3)[n:12][c:13]([C:15](=[O:16])[O:17][CH2:18][CH3:19])[cH:14]2)[cH:7][cH:8][cH:9]1.[CH3:36][OH:37].[ClH:29].[Na+:28].[O:30]1[CH2:31][CH2:32][CH2:33][CH2:34]1.[OH-:27].[OH2:35]>>[CH2:1]([CH3:2])[O:3][c:4]1[cH:5][c:6](-[n:10]2[c:11](-[c:20]3[cH:21][cH:22][c:23]([CH3:26])[cH:24][cH:25]3)[n:12][c:13]([C:15](=[O:16])[OH:17])[cH:14]2)[cH:7][cH:8][cH:9]1. Reactants: FC(C1=CC=C(C=C1)C1NCCC2=CC=CC=C12)(F)F (1-(4-(trifluoromethyl)phenyl)-1,2,3,4-tetrahydroisoquinoline), CCN(C(C)C)C(C)C (DIEA), N(=C=O)C1CCCCC1 (isocyanatocyclohexane). Run in C(Cl)Cl (DCM). Product: C1(CCCCC1)NC(=O)N1C(C2=CC=CC=C2CC1)C1=CC=C(C=C1)C(F)(F)F (N-Cyclohexyl-1-(4-(trifluoromethyl)phenyl)-3,4-dihydroisoquinoline-2(1H)-carboxamide). RXN SMILES: [F:1][C:2]([F:20])([F:19])[C:3]1[CH:8]=[CH:7][C:6]([CH:9]2[C:18]3[C:13](=[CH:14][CH:15]=[CH:16][CH:17]=3)[CH2:12][CH2:11][NH:10]2)=[CH:5][CH:4]=1.CCN(C(C)C)C(C)C.[N:30]([CH:33]1[CH2:38][CH2:37][CH2:36][CH2:35][CH2:34]1)=[C:31]=[O:32]>C(Cl)Cl>[CH:33]1([NH:30][C:31]([N:10]2[CH2:11][CH2:12][C:13]3[C:18](=[CH:17][CH:16]=[CH:15][CH:14]=3)[CH:9]2[C:6]2[CH:5]=[CH:4][C:3]([C:2]([F:1])([F:19])[F:20])=[CH:8][CH:7]=2)=[O:32])[CH2:38][CH2:37][CH2:36][CH2:35][CH2:34]1. Procedure details: To a solution of 1-(4-(trifluoromethyl)phenyl)-1,2,3,4-tetrahydroisoquinoline (100 mg, 0.36 mmol, example 9 (step 3) and DIEA (63 pt, 0.36 mmol) in DCM (2 mL) was added isocyanatocyclohexane (46 μL, 0.36 mmol). The resulting mixture was reacted under the same conditions as described for example 10 give the title compound as a white solid. MS (ESI, positive ion) m/z: 403 (M+H). The reactants are [N+](=O)([O-])C1=CC=C(CBr)C=C1 (4-nitrobenzyl bromide), C([O-])([O-])=O.[K+].[K+] (potassium carbonate), C1(=CC=CC=C1)C(CCN1CCNCCC1)C1=CC=CC=C1 (1-(3,3-diphenylpropyl )homopiperazine). Solvent: C(C)#N (acetonitrile). Conditions: temperature 70 celsius, time 14 hour. Yields the product C1(=CC=CC=C1)C(CCN1CCN(CCC1)CC1=CC=C(C=C1)[N+](=O)[O-])C1=CC=CC=C1 (1-(3,3-Diphenylpropyl)-4-(4-nitrobenzyl)homopiperazine). Reaction SMILES: [C:1]1([CH:7]([C:17]2[CH:22]=[CH:21][CH:20]=[CH:19][CH:18]=2)[CH2:8][CH2:9][N:10]2[CH2:16][CH2:15][CH2:14][NH:13][CH2:12][CH2:11]2)[CH:6]=[CH:5][CH:4]=[CH:3][CH:2]=1.[N+:23]([C:26]1[CH:33]=[CH:32][C:29]([CH2:30]Br)=[CH:28][CH:27]=1)([O-:25])=[O:24].C(=O)([O-])[O-].[K+].[K+]>C(#N)C>[C:17]1([CH:7]([C:1]2[CH:2]=[CH:3][CH:4]=[CH:5][CH:6]=2)[CH2:8][CH2:9][N:10]2[CH2:16][CH2:15][CH2:14][N:13]([CH2:30][C:29]3[CH:32]=[CH:33][C:26]([N+:23]([O-:25])=[O:24])=[CH:27][CH:28]=3)[CH2:12][CH2:11]2)[CH:22]=[CH:21][CH:20]=[CH:19][CH:18]=1 |f:2.3.4|. Reported procedure: The resulting 1-(3,3-diphenylpropyl )homopiperazine was dissolved in 3 mL of acetonitrile followed by adding 213 mg of 4-nitrobenzyl bromide and 144 mg of potassium carbonate. The mixture was stirred at 70° C. for 14 hours and allowed to cool to room temperature and the solvent was removed under reduced pressure. 20 mL of aqueous 2N sodium hydroxide was added and the mixture was extracted with 20 mL×2 of ethyl acetate. The organic layers were combined, washed with 20 mL of saturated aqueous sodi... Starting materials: OC1=C(C=C(C=C1)[N+](=O)[O-])CN1C(C=2C(C1=O)=CC=CC2)=O (N-(2-hydroxy-5-nitrophenylmethyl)phthalimide), C(C)I (ethyl iodide), [H-].[Na+] (sodium hydride), O (Water). Solvent: CN(C=O)C (dimethylformamide), CN(C=O)C (dimethylformamide). Run at time 24 hour. Yields the product C(C)OC1=C(C=C(C=C1)[N+](=O)[O-])CN1C(C=2C(C1=O)=CC=CC2)=O (N-(2-ethoxy-5-nitrophenylmethyl)phthalimide). Yield: 87.0%. Reaction SMILES: [H-].[Na+].[OH:3][C:4]1[CH:9]=[CH:8][C:7]([N+:10]([O-:12])=[O:11])=[CH:6][C:5]=1[CH2:13][N:14]1[C:18](=[O:19])[C:17]2=[CH:20][CH:21]=[CH:22][CH:23]=[C:16]2[C:15]1=[O:24].O.[CH2:26](I)[CH3:27]>CN(C)C=O>[CH2:26]([O:3][C:4]1[CH:9]=[CH:8][C:7]([N+:10]([O-:12])=[O:11])=[CH:6][C:5]=1[CH2:13][N:14]1[C:18](=[O:19])[C:17]2=[CH:20][CH:21]=[CH:22][CH:23]=[C:16]2[C:15]1=[O:24])[CH3:27] |f:0.1|. Reported procedure: To a mixture of sodium hydride (content, 60%; 36 mg) and anhydrous dimethylformamide (5 ml), a solution of the compound (224 mg) obtained in Example 318 in anhydrous dimethylformamide (3 ml) and ethyl iodide (0.072 ml) were successively added dropwise at 0° C. in a nitrogen atmosphere and stirred at room temperature for 24 h. Water was added to the reaction mixture, which was distilled under reduced pressure; thereafter, ethyl acetate and water were added to the resulting residue. The organic la... Reactants: O[C@H]1[C@H](CN(CC1)CCN1C2=C(N=CC1=O)C=CC(=N2)OC)CNC(OCC2=CC=CC=C2)=O (phenylmethyl [((3S,4R)-4-hydroxy-1-{2-[6-(methyloxy)-3-oxopyrido[2,3-b]pyrazin-4(3H)-yl]ethyl}-3-piperidinyl)methyl]carbamate). The reagents and catalysts are [OH-].[OH-].[Pd+2] (Pd(OH)2/C). The solvent is CCO (EtOH). Conditions: time 8 hour. The product is NC[C@H]1CN(CC[C@H]1O)CCN1C2=C(NCC1=O)C=CC(=N2)OC (4-{2-[(3S,4R)-3-(Aminomethyl)-4-hydroxy-1-piperidinyl]ethyl}-6-(methyloxy)-1,4-dihydropyrido[2,3-b]pyrazin-3(2H)-one). Reaction SMILES: [OH:1][C@@H:2]1[CH2:7][CH2:6][N:5]([CH2:8][CH2:9][N:10]2[C:15](=[O:16])[CH:14]=[N:13][C:12]3[CH:17]=[CH:18][C:19]([O:21][CH3:22])=[N:20][C:11]2=3)[CH2:4][C@@H:3]1[CH2:23][NH:24]C(=O)OCC1C=CC=CC=1>CCO.[OH-].[OH-].[Pd+2]>[NH2:24][CH2:23][C@@H:3]1[C@H:2]([OH:1])[CH2:7][CH2:6][N:5]([CH2:8][CH2:9][N:10]2[C:15](=[O:16])[CH2:14][NH:13][C:12]3[CH:17]=[CH:18][C:19]([O:21][CH3:22])=[N:20][C:11]2=3)[CH2:4]1 |f:2.3.4|. Reported procedure: To a solution of phenylmethyl [((3S,4R)-4-hydroxy-1-{2-[6-(methyloxy)-3-oxopyrido[2,3-b]pyrazin-4(3H)-yl]ethyl}-3-piperidinyl)methyl]carbamate (234 mg; 0.502 mmol) in EtOH was added 20% Pd(OH)2/C (100 mg). The mixture was hydrogenated at 1 atm of H2 at ambient temperature overnight. The crude product was filtered through Celite, washed with ethanol and concentrated under reduced pressure to obtain the product (170 mg; 100%) Starting materials: CC1(OCC(CO1)NC1=NC(=CC=C1[N+](=O)[O-])OC)C (N-(2,2-Dimethyl-1,3-dioxan-5-yl)-6-(methyloxy)-3-nitro-2-pyridinamine), [H][H] (hydrogen). Reagents/catalysts: [Pd] (Pd on carbon). Solvent: O1CCOCC1 (1,4-dioxane). The product is CC1(OCC(CO1)NC1=NC(=CC=C1N)OC)C (N2-(2,2-Dimethyl-1,3-dioxan-5-yl)-6-(methyloxy)-2,3-pyridinediamine). RXN SMILES: [CH3:1][C:2]1([CH3:20])[O:7][CH2:6][CH:5]([NH:8][C:9]2[C:14]([N+:15]([O-])=O)=[CH:13][CH:12]=[C:11]([O:18][CH3:19])[N:10]=2)[CH2:4][O:3]1.[H][H]>O1CCOCC1.[Pd]>[CH3:1][C:2]1([CH3:20])[O:7][CH2:6][CH:5]([NH:8][C:9]2[C:14]([NH2:15])=[CH:13][CH:12]=[C:11]([O:18][CH3:19])[N:10]=2)[CH2:4][O:3]1. Procedure details: N-(2,2-Dimethyl-1,3-dioxan-5-yl)-6-(methyloxy)-3-nitro-2-pyridinamine (35.00 g, 123.6 mmol) was divided into 2 aliquots, each of which was taken up in 1,4-dioxane (500 ml) and hydrogenated over 10% Pd on carbon (paste, 1:1 w:w with water, 4.00 g) under 1 atmosphere hydrogen pressure, at room temperature for 18 h. The mixtures were filtered with suction though Celite, using argon blanket and taking care to minimise contact of the product with air. The solids were washed with 1,4-dioxane and the c... Reactants: Br, Br, CC(=O)c1ccncc1. Product: O=C(CBr)c1ccncc1. Reaction SMILES: [Br:10].[BrH:11].[C:1]([CH3:2])(=[O:3])[c:4]1[cH:5][cH:6][n:7][cH:8][cH:9]1>>[C:1]([CH2:2][Br:11])(=[O:3])[c:4]1[cH:5][cH:6][n:7][cH:8][cH:9]1.